Dataset: the Open Reaction Database (ORD), a public repository of structured organic reaction records. Task: describe an organic reaction: reactants, conditions, products, and yield The reactants are IC1=C(C(=O)O)C=C(C=C1)S(=O)(=O)C (2-Iodo-5-methanesulfonyl-benzoic acid), FC1=C(C=CC=C1)B(O)O (2-fluorobenzeneboronic acid). The product is FC1=C(C=CC=C1)C=1C(=CC(=CC1)S(=O)(=O)C)C(=O)O (2′-Fluoro-4-methanesulfonyl-biphenyl-2-carboxylic acid). Reaction SMILES: I[C:2]1[CH:10]=[CH:9][C:8]([S:11]([CH3:14])(=[O:13])=[O:12])=[CH:7][C:3]=1[C:4]([OH:6])=[O:5].[F:15][C:16]1[CH:21]=[CH:20][CH:19]=[CH:18][C:17]=1B(O)O>>[F:15][C:16]1[CH:21]=[CH:20][CH:19]=[CH:18][C:17]=1[C:2]1[C:3]([C:4]([OH:6])=[O:5])=[CH:7][C:8]([S:11]([CH3:14])(=[O:13])=[O:12])=[CH:9][CH:10]=1. Procedure details: Prepared in analogy to Example B25 from 2-Iodo-5-methanesulfonyl-benzoic acid (example B19(b)) and 2-fluorobenzeneboronic acid. Light brown solid. The reactants are NC1=C(C=C(C=2C(C3=CC=CC=C3C(C12)=O)=O)Br)Br (1-amino-2,4-dibromoanthraquinone), C(CCCCCCCCCCC)N (dodecylamine), C(C)(=O)[O-].[K+] (potassium acetate), N1=CC=CC=C1 (pyridine). The reagents and catalysts are C(C)(=O)[O-].[Cu+2].C(C)(=O)[O-] (copper acetate). The solvent is C1=CC=CC=C1 (benzene). Reaction conditions: time 20 hour. The product is NC1=C(C=C(C=2C(C3=CC=CC=C3C(C12)=O)=O)NCCCCCCCCCCCC)NCCCCCCCCCCCC (1-amino-2,4-di-n-dodecylaminoanthraquinone). RXN SMILES: [NH2:1][C:2]1[C:15]2[C:14](=[O:16])[C:13]3[C:8](=[CH:9][CH:10]=[CH:11][CH:12]=3)[C:7](=[O:17])[C:6]=2[C:5](Br)=[CH:4][C:3]=1Br.[CH2:20]([NH2:32])[CH2:21][CH2:22][CH2:23][CH2:24][CH2:25][CH2:26][CH2:27][CH2:28][CH2:29][CH2:30][CH3:31].[C:33]([O-])(=O)[CH3:34].[K+].[N:38]1[CH:43]=[CH:42][CH:41]=[CH:40][CH:39]=1>C1C=CC=CC=1.C([O-])(=O)C.[Cu+2].C([O-])(=O)C>[NH2:1][C:2]1[C:15]2[C:14](=[O:16])[C:13]3[C:8](=[CH:9][CH:10]=[CH:11][CH:12]=3)[C:7](=[O:17])[C:6]=2[C:5]([NH:32][CH2:20][CH2:21][CH2:22][CH2:23][CH2:24][CH2:25][CH2:26][CH2:27][CH2:28][CH2:29][CH2:30][CH3:31])=[CH:4][C:3]=1[NH:38][CH2:43][CH2:42][CH2:41][CH2:40][CH2:39][CH2:4][CH2:3][CH2:2][CH2:15][CH2:6][CH2:33][CH3:34] |f:2.3,6.7.8|. Procedure details: A reactor was charged with 19 g of 1-amino-2,4-dibromoanthraquinone, 28 g of dodecylamine, 0.4 g of copper acetate, 5 g of potassium acetate and 40 g of pyridine and the reaction was effected at an elevated temperature of 115°-120° C. for 20 hours under stirring. The reaction product was dissolved in benzene and insoluble matters were separated, followed by distillation of benzene and recrystallization from glacial acetic acid. A blue solid of 1-amino-2,4-di-n-dodecylaminoanthraquinone was obtai...